Dataset: the Open Reaction Database (ORD), a public repository of structured organic reaction records. Task: describe an organic reaction: reactants, conditions, products, and yield The reactants are solution, Cl (hydrochloric acid), O1CCOCC1 (dioxane), OC1(CCN(CC1)CCC(C(=O)N(C)C)(C1=CC=CC=C1)C1=CC=CC=C1)C1=C(C=CC=C1)OCCC(CCC)O (4-(4-hydroxy-4-(2-(3-hydroxyhexyloxy)phenyl)piperidino)-N,N-dimethyl-2,2-diphenylbutaneamide). Solvent: CCOCC (ether). Product: Cl.OC1(CCN(CC1)CCC(C(=O)N(C)C)(C1=CC=CC=C1)C1=CC=CC=C1)C1=C(C=CC=C1)OCCCCCCO (4-(4-hydroxy-4-(2-(6-hydroxyhexyloxy)phenyl)piperidino)-N,N-dimethyl-2,2-diphenylbutaneamide hydrochloride). Yield: 86.3%. As a reaction SMILES: [OH:1][C:2]1([C:28]2[CH:33]=[CH:32][CH:31]=[CH:30][C:29]=2[O:34][CH2:35][CH2:36][CH:37](O)[CH2:38][CH2:39][CH3:40])[CH2:7][CH2:6][N:5]([CH2:8][CH2:9][C:10]([C:22]2[CH:27]=[CH:26][CH:25]=[CH:24][CH:23]=2)([C:16]2[CH:21]=[CH:20][CH:19]=[CH:18][CH:17]=2)[C:11]([N:13]([CH3:15])[CH3:14])=[O:12])[CH2:4][CH2:3]1.[ClH:42].[O:43]1CCOCC1>CCOCC>[ClH:42].[OH:1][C:2]1([C:28]2[CH:33]=[CH:32][CH:31]=[CH:30][C:29]=2[O:34][CH2:35][CH2:36][CH2:37][CH2:38][CH2:39][CH2:40][OH:43])[CH2:3][CH2:4][N:5]([CH2:8][CH2:9][C:10]([C:16]2[CH:17]=[CH:18][CH:19]=[CH:20][CH:21]=2)([C:22]2[CH:23]=[CH:24][CH:25]=[CH:26][CH:27]=2)[C:11]([N:13]([CH3:14])[CH3:15])=[O:12])[CH2:6][CH2:7]1 |f:4.5|. Procedure: In 50 mL of anhydrous ether was dissolved 500 mg (0.9 mmol) of 4-(4-hydroxy-4-(2-(3-hydroxyhexyloxy)phenyl)piperidino)-N,N-dimethyl-2,2-diphenylbutaneamide (Compound No. 35). To the resulting solution was added 0.4 mL of a 4N solution of hydrochloric acid and dioxane under ice cooling and stirring. The white precipitate thus formed was collected by filtration, washed with ether and dried, whereby 460 mg (yield: 86.3%) of 4-(4-hydroxy-4-(2-(6-hydroxyhexyloxy)phenyl)piperidino)-N,N-dimethyl-2,2-di... The reactants are BrC1=CC(=C(CNC(C2=C(C=C(C=C2)F)[N+](=O)[O-])=O)C=C1)F (N-(4-bromo-2-fluorobenzyl)-4-fluoro-2-nitrobenzamide), stannous chloride, C([O-])(O)=O.[Na+] (sodium bicarbonate). Solvent: C(C)O (ethanol). Product: NC1=C(C(=O)NCC2=C(C=C(C=C2)Br)F)C=CC(=C1)F (2-amino-N-(4-bromo-2-fluorobenzyl)-4-fluorobenzamide). The yield is 81.3%. As a reaction SMILES: [Br:1][C:2]1[CH:21]=[CH:20][C:5]([CH2:6][NH:7][C:8](=[O:19])[C:9]2[CH:14]=[CH:13][C:12]([F:15])=[CH:11][C:10]=2[N+:16]([O-])=O)=[C:4]([F:22])[CH:3]=1.C(=O)(O)[O-].[Na+]>C(O)C>[NH2:16][C:10]1[CH:11]=[C:12]([F:15])[CH:13]=[CH:14][C:9]=1[C:8]([NH:7][CH2:6][C:5]1[CH:20]=[CH:21][C:2]([Br:1])=[CH:3][C:4]=1[F:22])=[O:19] |f:1.2|. Procedure details: A solution of N-(4-bromo-2-fluorobenzyl)-4-fluoro-2-nitrobenzamide (4.79 g) and stannous chloride (12.24 g) in ethanol (26 ml) was stirred at 70°-80° C. for 30 minutes under an atmosphere of nitrogen. After cooling, the reaction mixture was poured into ice-cold water and neutralized with aqueous saturated sodium bicarbonate. The resulting precipitates were filtered off and washed with ethyl acetate. The filtrate was extracted with ethyl acetate and the extract was washed with water and dried. Re... Reactants: [Br-], Cc1c(C=O)sc2ccncc12, C[N+]1([O-])CCOCC1, CCC[N+](CCC)(CCC)CCC, CC#N, [Mg+]C1CCCCC1, [Cl-], [NH4+], O=[Ru](=O)(=O)[O-], C1CCOC1. As a reaction SMILES: [Br-:13].[CH3:1][c:2]1[c:3]([CH:11]=[O:12])[s:4][c:5]2[c:6]1[cH:7][n:8][cH:9][cH:10]2.[CH3:23][N+:24]1([O-:25])[CH2:26][CH2:27][O:28][CH2:29][CH2:30]1.[CH3:41][CH2:42][CH2:43][N+:44]([CH2:45][CH2:46][CH3:47])([CH2:48][CH2:49][CH3:50])[CH2:51][CH2:52][CH3:53].[CH3:54][C:55]#[N:56].[CH:14]1([Mg+:20])[CH2:15][CH2:16][CH2:17][CH2:18][CH2:19]1.[Cl-:21].[NH4+:22].[O-:36][Ru:37](=[O:38])(=[O:39])=[O:40].[O:31]1[CH2:32][CH2:33][CH2:34][CH2:35]1>>[CH3:1][c:2]1[c:3]([C:11](=[O:12])[CH:14]2[CH2:15][CH2:16][CH2:17][CH2:18][CH2:19]2)[s:4][c:5]2[c:6]1[cH:7][n:8][cH:9][cH:10]2. The product is Cc1c(C(=O)C2CCCCC2)sc2ccncc12. Starting materials: F[B-](F)(F)F, COc1cccc(C(C)N)c1, CCOC(C)=O, CCN(C(C)C)C(C)C, CN(C)C=O, O=C(O)c1ccc(-c2ccncc2)cc1, CN(C)C(On1nnc2ccccc21)=[N+](C)C. The product is COc1cccc(C(C)NC(=O)c2ccc(-c3ccncc3)cc2)c1. Reaction SMILES: [B-:36]([F:37])([F:38])([F:39])[F:40].[CH3:16][O:17][c:18]1[cH:19][c:20]([CH:24]([CH3:25])[NH2:26])[cH:21][cH:22][cH:23]1.[CH3:63][CH2:64][O:65][C:66]([CH3:67])=[O:68].[CH:27]([N:28]([CH2:29][CH3:30])[CH:31]([CH3:32])[CH3:33])([CH3:34])[CH3:35].[O:58]=[CH:59][N:60]([CH3:61])[CH3:62].[n:1]1[cH:2][cH:3][c:4](-[c:7]2[cH:8][cH:9][c:10]([C:11](=[O:12])[OH:13])[cH:14][cH:15]2)[cH:5][cH:6]1.[n:41]1([O:42][C:43]([N:44]([CH3:45])[CH3:46])=[N+:47]([CH3:48])[CH3:49])[c:50]2[cH:51][cH:52][cH:53][cH:54][c:55]2[n:56][n:57]1>>[n:1]1[cH:2][cH:3][c:4](-[c:7]2[cH:8][cH:9][c:10]([C:11](=[O:13])[NH:26][CH:24]([c:20]3[cH:19][c:18]([O:17][CH3:16])[cH:23][cH:22][cH:21]3)[CH3:25])[cH:14][cH:15]2)[cH:5][cH:6]1. The reactants are [BH3-]C#N, CCN(c1ncccc1N)C1CCN(Cc2ccccc2)CC1, CO, CCOC(C)=O, CC=O, [Na+], O. RXN SMILES: [C:27]([BH3-:28])#[N:29].[CH2:1]([c:2]1[cH:3][cH:4][cH:5][cH:6][cH:7]1)[N:8]1[CH2:9][CH2:10][CH:11]([N:14]([c:15]2[n:16][cH:17][cH:18][cH:19][c:20]2[NH2:21])[CH2:22][CH3:23])[CH2:12][CH2:13]1.[CH3:32][OH:33].[CH3:34][CH2:35][O:36][C:37](=[O:38])[CH3:39].[CH:24]([CH3:25])=[O:26].[Na+:30].[OH2:31]>>[CH2:1]([c:2]1[cH:3][cH:4][cH:5][cH:6][cH:7]1)[N:8]1[CH2:9][CH2:10][CH:11]([N:14]([c:15]2[n:16][cH:17][cH:18][cH:19][c:20]2[NH:21][CH2:24][CH3:25])[CH2:22][CH3:23])[CH2:12][CH2:13]1. Yields the product CCNc1cccnc1N(CC)C1CCN(Cc2ccccc2)CC1. The reactants are CCOC(C)OCC#CC(=O)C=Cc1cc(OC)c(OC)c(OC)c1, CCO, C1CCOC1, O, c1cc[nH+]cc1. Product: COc1cc(C=CC(=O)C#CCO)cc(OC)c1OC. RXN SMILES: [CH2:1]([O:2][CH:3]([CH3:4])[O:6][CH2:7][C:8]#[C:9][C:10]([CH:11]=[CH:12][c:13]1[cH:14][c:15]([O:23][CH3:24])[c:16]([O:21][CH3:22])[c:17]([O:19][CH3:20])[cH:18]1)=[O:25])[CH3:5].[CH2:37]([OH:38])[CH3:39].[O:32]1[CH2:33][CH2:34][CH2:35][CH2:36]1.[OH2:40].[nH+:26]1[cH:27][cH:28][cH:29][cH:30][cH:31]1>>[OH:6][CH2:7][C:8]#[C:9][C:10]([CH:11]=[CH:12][c:13]1[cH:14][c:15]([O:23][CH3:24])[c:16]([O:21][CH3:22])[c:17]([O:19][CH3:20])[cH:18]1)=[O:25]. Reactants: CN(C(=O)C1CN(C(C1)=O)CC1=CC=CC=C1)C (N,N-dimethyl-5-oxo-1-(phenylmethyl)-3-pyrrolidinecarboxamide), O1CCCC1 (tetrahydrofuran), [H-].[Al+3].[Li+].[H-].[H-].[H-] (lithium aluminum hydride), O1CCCC1 (tetrahydrofuran), [OH-].[Na+] (sodium hydroxide). Solvent: O (water), O (water). Product: CN(CC1CN(CC1)CC1=CC=CC=C1)C (N,N-dimethyl-1-(phenylmethyl)-3-pyrrolidinemethanamine). The yield is 58.2%. RXN SMILES: [CH3:1][N:2]([CH3:18])[C:3]([CH:5]1[CH2:9][C:8](=O)[N:7]([CH2:11][C:12]2[CH:17]=[CH:16][CH:15]=[CH:14][CH:13]=2)[CH2:6]1)=O.O1CCCC1.[H-].[Al+3].[Li+].[H-].[H-].[H-].[OH-].[Na+]>O>[CH3:1][N:2]([CH3:18])[CH2:3][CH:5]1[CH2:9][CH2:8][N:7]([CH2:11][C:12]2[CH:13]=[CH:14][CH:15]=[CH:16][CH:17]=2)[CH2:6]1 |f:2.3.4.5.6.7,8.9|. Reported procedure: A solution of 2.91 g (11.8 mmol) N,N-dimethyl-5-oxo-1-(phenylmethyl)-3-pyrrolidinecarboxamide and 15 ml anhydrous tetrahydrofuran was dropped into a suspension of 1.41 g (35 mmol) lithium aluminum hydride and 30 ml tetrahydrofuran. The reaction was refluxed overnight then cooled to room temperature. To the solution was added 1.5 ml water, 1.5 ml 15% sodium hydroxide and 4.5 ml of water. The resulting precipitate was filtered. The filtrate was concentrated under reduced pressure, dissolved in dic...